This data is from the Open Reaction Database (ORD), a public repository of structured organic reaction records. The task is: describe an organic reaction: reactants, conditions, products, and yield Reactants: C(=O)([O-])[O-].[K+].[K+] (K2CO3), C1(=CC=CC=C1)C (toluene), C1=CC=CC=2C3=CC=CC=C3C(=CC12)B(O)O (9-phenanthreneboronic acid), BrC=1C=C(C=C(C1)Cl)C1=NC(=NC(=N1)C1=CC=CC=C1)C1=CC=CC=C1 (2-(3-bromo-5-chlorophenyl)-4,6-diphenyl-1,3,5-triazine). As a reaction SMILES: [CH:1]1[C:14]2[CH:13]=[C:12](B(O)O)[C:11]3[C:6](=[CH:7][CH:8]=[CH:9][CH:10]=3)[C:5]=2[CH:4]=[CH:3][CH:2]=1.Br[C:19]1[CH:20]=[C:21]([C:26]2[N:31]=[C:30]([C:32]3[CH:37]=[CH:36][CH:35]=[CH:34][CH:33]=3)[N:29]=[C:28]([C:38]3[CH:43]=[CH:42][CH:41]=[CH:40][CH:39]=3)[N:27]=2)[CH:22]=[C:23]([Cl:25])[CH:24]=1.C1(C)C=CC=CC=1.C([O-])([O-])=O.[K+].[K+]>C(Cl)(Cl)Cl.C1C=CC([P]([Pd]([P](C2C=CC=CC=2)(C2C=CC=CC=2)C2C=CC=CC=2)([P](C2C=CC=CC=2)(C2C=CC=CC=2)C2C=CC=CC=2)[P](C2C=CC=CC=2)(C2C=CC=CC=2)C2C=CC=CC=2)(C2C=CC=CC=2)C2C=CC=CC=2)=CC=1.C(O)C>[Cl:25][C:23]1[CH:22]=[C:21]([C:26]2[N:27]=[C:28]([C:38]3[CH:43]=[CH:42][CH:41]=[CH:40][CH:39]=3)[N:29]=[C:30]([C:32]3[CH:33]=[CH:34][CH:35]=[CH:36][CH:37]=3)[N:31]=2)[CH:20]=[C:19]([C:12]2[C:11]3[C:6]([C:5]4[CH:4]=[CH:3][CH:2]=[CH:1][C:14]=4[CH:13]=2)=[CH:7][CH:8]=[CH:9][CH:10]=3)[CH:24]=1 |f:3.4.5,^1:64,66,85,104|. The reagents and catalysts are C=1C=CC(=CC1)[P](C=2C=CC=CC2)(C=3C=CC=CC3)[Pd]([P](C=4C=CC=CC4)(C=5C=CC=CC5)C=6C=CC=CC6)([P](C=7C=CC=CC7)(C=8C=CC=CC8)C=9C=CC=CC9)[P](C=1C=CC=CC1)(C=1C=CC=CC1)C=1C=CC=CC1 (tetrakis(triphenylphosphine)palladium). Solvent: C(C)O (ethanol), C(Cl)(Cl)Cl (chloroform). Procedure details: In a stream of argon, 0.52 g (2.36 mmol) of 9-phenanthreneboronic acid, 0.91 g (2.15 mmol) of 2-(3-bromo-5-chlorophenyl)-4,6-diphenyl-1,3,5-triazine and 24.8 mg (0.022 mmol) of tetrakis(triphenylphosphine)palladium were suspended in a mixed solvent comprised of 80 mL of toluene and 10 mL of ethanol, and the temperature of the obtained suspension was elevated to 60° C. 6.45 mL (6.45 mmol) of an aqueous 1M K2CO3 solution was gradually added dropwise to the suspension, and the obtained mixture was ... Yield: 91.0%. Product: intermediate, ClC=1C=C(C=C(C1)C=1C2=CC=CC=C2C=2C=CC=CC2C1)C1=NC(=NC(=N1)C1=CC=CC=C1)C1=CC=CC=C1 (2-[3-chloro-5-(9-phenanthryl)phenyl]-4,6-diphenyl-1,3,5-triazine). The reactants are BrC1=CC=C(C=O)C=C1 (4-bromobenzaldehyde), [Mg] (magnesium), BrC1=CC(=C(C(=C1)OC)OC)OC (1-bromo-3,4,5-trimethoxybenzene), C1=CC=[NH+]C=C1.C1=CC=[NH+]C=C1.[O-][Cr](=O)(=O)O[Cr](=O)(=O)[O-] (PDC). The product is Compound 21, BrC1=CC=C(C=C1)C(=O)C1=CC(=C(C(=C1)OC)OC)OC ((4-bromophenyl)(3,4,5-trimethoxyphenyl)methanone). Reaction SMILES: [Mg].Br[C:3]1[CH:8]=[C:7]([O:9][CH3:10])[C:6]([O:11][CH3:12])=[C:5]([O:13][CH3:14])[CH:4]=1.[Br:15][C:16]1[CH:23]=[CH:22][C:19]([CH:20]=[O:21])=[CH:18][CH:17]=1.C1C=C[NH+]=CC=1.C1C=C[NH+]=CC=1.[O-][Cr](O[Cr]([O-])(=O)=O)(=O)=O>>[Br:15][C:16]1[CH:23]=[CH:22][C:19]([C:20]([C:3]2[CH:8]=[C:7]([O:9][CH3:10])[C:6]([O:11][CH3:12])=[C:5]([O:13][CH3:14])[CH:4]=2)=[O:21])=[CH:18][CH:17]=1 |f:3.4.5|. Procedure details: First, magnesium was added to 1-bromo-3,4,5-trimethoxybenzene as a starting material, as shown in Reaction 6, and then 4-bromobenzaldehyde was added thereto to obtain a compound. Thus obtained compound was oxidized using PDC to obtain a Compound 21 derivative [(4-bromophenyl)(3,4,5-trimethoxyphenyl)methanone]. Using thus obtained compound as a starting material aminothiazole was introduced in the same manner as in the synthesis of Compound 516 to obtain Compound 571 in a form of a white solid.